From a dataset of the Open Reaction Database (ORD), a public repository of structured organic reaction records. describe an organic reaction: reactants, conditions, products, and yield Starting materials: ClC=1C=C(C(=NC1)NC=1C=NC(=CC1)OC)C1=NC(=NC(=N1)C)N(CC1=CC=C(C=C1)OC)CC1=CC=C(C=C1)OC (4-(5-chloro-2-(6-methoxypyridin-3-ylamino)pyridin-3-yl)-N,N-bis(4-methoxybenzyl)-6-methyl-1,3,5-triazin-2-amine), O1CCC(=CC1)B1OC(C(O1)(C)C)(C)C (2-(3,6-dihydro-2H-pyran-4-yl)-4,4,5,5-tetramethyl-1,3,2-dioxaborolane). The product is O1CCC(=CC1)C=1C=C(C(=NC1)NC=1C=NC(=CC1)OC)C1=NC(=NC(=N1)C)N (4-(5-(3,6-Dihydro-2H-Pyran-4-yl)-2-(6-Methoxypyridin-3-Ylamino)Pyridin-3-yl)-6-Methyl-1,3,5-Triazin-2-Amine), solid. Yield: 35.0%. As a reaction SMILES: Cl[C:2]1[CH:3]=[C:4]([C:17]2[N:22]=[C:21]([CH3:23])[N:20]=[C:19]([N:24](CC3C=CC(OC)=CC=3)CC3C=CC(OC)=CC=3)[N:18]=2)[C:5]([NH:8][C:9]2[CH:10]=[N:11][C:12]([O:15][CH3:16])=[CH:13][CH:14]=2)=[N:6][CH:7]=1.[O:43]1[CH2:48][CH:47]=[C:46](B2OC(C)(C)C(C)(C)O2)[CH2:45][CH2:44]1>>[O:43]1[CH2:44][CH:45]=[C:46]([C:2]2[CH:3]=[C:4]([C:17]3[N:22]=[C:21]([CH3:23])[N:20]=[C:19]([NH2:24])[N:18]=3)[C:5]([NH:8][C:9]3[CH:10]=[N:11][C:12]([O:15][CH3:16])=[CH:13][CH:14]=3)=[N:6][CH:7]=2)[CH2:47][CH2:48]1. Procedure details: The title compound was prepared in an analogous manner to that described in Example 247 using 4-(5-chloro-2-(6-methoxypyridin-3-ylamino)pyridin-3-yl)-N,N-bis(4-methoxybenzyl)-6-methyl-1,3,5-triazin-2-amine and 2-(3,6-dihydro-2H-pyran-4-yl)-4,4,5,5-tetramethyl-1,3,2-dioxaborolane (Frontier Scientific), and was isolated as a yellow amorphous solid (35%). m/z (ESI, +ve ion) 392.0 (M+H)+. 1H NMR (400 MHz, d6-DMSO) δ 11.76 (1H, s); 8.83 (1H, d, J=2.5 Hz); 8.54 (1H, d, J=2.7 Hz); 8.44 (1H, d, J=2.5 Hz... Reactants: [Al+3], CC(=O)OC(C)=O, COC(=O)COc1c(C)cccc1C, [Cl-], [Cl-], [Cl-], O, S=C=S. Product: COC(=O)COc1c(C)cc(C(C)=O)cc1C. RXN SMILES: [Al+3:26].[CH3:15][C:16](=[O:17])[O:18][C:19](=[O:20])[CH3:21].[CH3:1][c:2]1[c:3]([O:4][CH2:5][C:6](=[O:7])[O:8][CH3:9])[c:10]([CH3:14])[cH:11][cH:12][cH:13]1.[Cl-:25].[Cl-:27].[Cl-:28].[OH2:29].[S:22]=[C:23]=[S:24]>>[CH3:1][c:2]1[c:3]([O:4][CH2:5][C:6](=[O:7])[O:8][CH3:9])[c:10]([CH3:14])[cH:11][c:12]([C:16]([CH3:15])=[O:17])[cH:13]1. The reactants are CCNCCO, CS(C)=O, O=[N+]([O-])c1ccc(F)cc1. The product is CCN(CCO)c1ccc([N+](=O)[O-])cc1. RXN SMILES: [CH2:11]([CH3:12])[NH:13][CH2:14][CH2:15][OH:16].[CH3:17][S:18]([CH3:19])=[O:20].[F:1][c:2]1[cH:3][cH:4][c:5]([N+:8](=[O:9])[O-:10])[cH:6][cH:7]1>>[c:2]1([N:13]([CH2:11][CH3:12])[CH2:14][CH2:15][OH:16])[cH:3][cH:4][c:5]([N+:8](=[O:9])[O-:10])[cH:6][cH:7]1. Reactants: FC=1C=C(COC2=NC(=C(C=C2C(=O)Cl)C2=CC=C(C=C2)Cl)C2=C(C=C(C=C2)Cl)Cl)C=CC1F (2-(3,4-difluorobenzyloxy)-6-(2,4-dichlorophenyl)-5-(4-chlorophenyl)pyridine-3-carbonyl chloride), Cl.CN (methylamine hydrochloride), TEA. The solvent is C(Cl)Cl (methylene chloride). Reaction conditions: time 16 hour. Product: CNC(=O)C=1C(=NC(=C(C1)C1=CC=C(C=C1)Cl)C1=C(C=C(C=C1)Cl)Cl)OCC1=CC(=C(C=C1)F)F (N-(methyl)-2-(3,4-difluorobenzyloxy)-6-(2,4-dichlorophenyl)-5-(4-chlorophenyl)pyridine-3carboxamide). As a reaction SMILES: [F:1][C:2]1[CH:3]=[C:4]([CH:31]=[CH:32][C:33]=1[F:34])[CH2:5][O:6][C:7]1[C:12]([C:13](Cl)=[O:14])=[CH:11][C:10]([C:16]2[CH:21]=[CH:20][C:19]([Cl:22])=[CH:18][CH:17]=2)=[C:9]([C:23]2[CH:28]=[CH:27][C:26]([Cl:29])=[CH:25][C:24]=2[Cl:30])[N:8]=1.Cl.[CH3:36][NH2:37]>C(Cl)Cl>[CH3:36][NH:37][C:13]([C:12]1[C:7]([O:6][CH2:5][C:4]2[CH:31]=[CH:32][C:33]([F:34])=[C:2]([F:1])[CH:3]=2)=[N:8][C:9]([C:23]2[CH:28]=[CH:27][C:26]([Cl:29])=[CH:25][C:24]=2[Cl:30])=[C:10]([C:16]2[CH:21]=[CH:20][C:19]([Cl:22])=[CH:18][CH:17]=2)[CH:11]=1)=[O:14] |f:1.2|. Procedure: To a portion of the methylene chloride (1 mL) solution of 2-(3,4-difluorobenzyloxy)-6-(2,4-dichlorophenyl)-5-(4-chlorophenyl)pyridine-3-carbonyl chloride (0.044 mmol) was added methylamine hydrochloride (6 mg, 0.088 mmol) and TEA (0.018 mL, 0.13 mmol). The reaction was stirred at rt for 16 h and was then evaporated. The residue was purified by preparative TLC eluted with 25% ethyl acetate in hexanes to yield N-(methyl)-2-(3,4-difluorobenzyloxy)-6-(2,4-dichlorophenyl)-5-(4-chlorophenyl)pyridine-3...